This data is from the Open Reaction Database (ORD), a public repository of structured organic reaction records. The task is: describe an organic reaction: reactants, conditions, products, and yield Reactants: COS(=O)(=O)OC, [K+], [OH-], O=Cc1cccc(Sc2ccccc2Cl)c1O. Yields the product COc1c(C=O)cccc1Sc1ccccc1Cl. RXN SMILES: [CH3:18][O:19][S:20]([O:21][CH3:22])(=[O:23])=[O:24].[K+:26].[OH-:25].[OH:1][c:2]1[c:3]([CH:4]=[O:5])[cH:6][cH:7][cH:8][c:9]1[S:10][c:11]1[c:12]([Cl:17])[cH:13][cH:14][cH:15][cH:16]1>>[O:1]([c:2]1[c:3]([CH:4]=[O:5])[cH:6][cH:7][cH:8][c:9]1[S:10][c:11]1[c:12]([Cl:17])[cH:13][cH:14][cH:15][cH:16]1)[CH3:18]. Starting materials: O=C1Nc2cccc(Br)c2C1=O, O=C([O-])[O-], CN(C)C=O, [Cs+], [Cs+], CI. The product is CN1C(=O)C(=O)c2c(Br)cccc21. RXN SMILES: [Br:1][c:2]1[c:3]2[c:7]([cH:8][cH:9][cH:10]1)[NH:6][C:5](=[O:11])[C:4]2=[O:12].[C:13](=[O:14])([O-:15])[O-:16].[CH3:21][N:22]([CH3:23])[CH:24]=[O:25].[Cs+:17].[Cs+:18].[I:19][CH3:20]>>[Br:1][c:2]1[c:3]2[c:7]([cH:8][cH:9][cH:10]1)[N:6]([CH3:13])[C:5](=[O:11])[C:4]2=[O:12].